From a dataset of the Open Reaction Database (ORD), a public repository of structured organic reaction records. describe an organic reaction: reactants, conditions, products, and yield The reactants are C[S-], CN(C)C=O, COc1ccc(C(=O)C2CCCCC2)cc1, [Na+]. The product is O=C(c1ccc(O)cc1)C1CCCCC1. RXN SMILES: [CH3:17][S-:18].[CH3:20][N:21]([CH3:22])[CH:23]=[O:24].[CH:1]1([C:7](=[O:8])[c:9]2[cH:10][cH:11][c:12]([O:15][CH3:16])[cH:13][cH:14]2)[CH2:2][CH2:3][CH2:4][CH2:5][CH2:6]1.[Na+:19]>>[CH:1]1([C:7](=[O:8])[c:9]2[cH:10][cH:11][c:12]([OH:15])[cH:13][cH:14]2)[CH2:2][CH2:3][CH2:4][CH2:5][CH2:6]1. The reactants are BrC=1C=C(C(NC1C)=O)CC (5-bromo-3-ethyl-6-methyl-1H-pyridin-2-one), IC (iodomethane), IC (iodomethane), ClCCl (dichloromethane). Reagents/catalysts: C([O-])([O-])=O.[Ag+2] (silver carbonate). The solvent is [Al] (aluminum). Run at time 17 hour. Product: BrC=1C(=NC(=C(C1)CC)OC)C (3-Bromo-5-ethyl-6-methoxy-2-methylpyridine). Isolated yield 99.9%. RXN SMILES: [Br:1][C:2]1[CH:3]=[C:4]([CH2:10][CH3:11])[C:5](=[O:9])[NH:6][C:7]=1[CH3:8].IC.Cl[CH2:15]Cl>[Al].C(=O)([O-])[O-].[Ag+2]>[Br:1][C:2]1[C:7]([CH3:8])=[N:6][C:5]([O:9][CH3:15])=[C:4]([CH2:10][CH3:11])[CH:3]=1 |f:4.5|. Procedure details: A mixture of 5-bromo-3-ethyl-6-methyl-1H-pyridin-2-one (41.8 g, 0.193 mol) obtained from Step 2 as described above, iodomethane (70 mL, 1.12 mol), silver carbonate (72 g, 0.261 mol) and dichloromethane is mechanically stirred at ambient temperature for 17 hr (The reaction vessel is wrapped in aluminum foil). An additional portion of iodomethane (70 mL, 1.12 mol) is added and stirring continued for an additional 20 hr. The reaction mixture is filtered through a pad of Celite and the filter cake i... The reactants are [Cl-].C(C1=CC=C(C(=O)[O-])C=C1)(=O)OC (monomethyl terephthalate chloride), resultant mixture, N1CCCCC1 (piperidine). The solvent is ClCCl (dichloromethane), ClCCl (dichloromethane), Cl (hydrochloric acid). Run at time 2 hour. The product is N1(CCCCC1)C(=O)C1=CC=C(C(=O)O)C=C1 (4-(1-piperidinecarbonyl)benzoic acid). RXN SMILES: [NH:1]1[CH2:6][CH2:5][CH2:4][CH2:3][CH2:2]1.[Cl-].[C:8](OC)(=[O:18])[C:9]1[CH:17]=[CH:16][C:12]([C:13]([O-:15])=[O:14])=[CH:11][CH:10]=1>ClCCl.Cl>[N:1]1([C:8]([C:9]2[CH:17]=[CH:16][C:12]([C:13]([OH:15])=[O:14])=[CH:11][CH:10]=2)=[O:18])[CH2:6][CH2:5][CH2:4][CH2:3][CH2:2]1 |f:1.2|. Procedure details: 6 ml of piperidine was stirred in dichloromethane at 0° C., and a solution of 3 g (15 mmol) of monomethyl terephthalate chloride in dichloromethane was added to the resultant mixture. The temperature was elevated to room temperature, and they were stirred for 2 hours and then diluted with 1 N hydrochloric acid. After the extraction with dichloromethane, the organic layer was washed with saturated aqueous sodium hydrogencarbonate solution and then with saturated aqueous NaCl solution, and dried o...